Dataset: the Open Reaction Database (ORD), a public repository of structured organic reaction records. Task: describe an organic reaction: reactants, conditions, products, and yield Starting materials: Cl.C1=C(C=CC2=CC=CC=C12)C(=O)CN1C=NC=C1 (1-(2-naphthoylmethyl)imidazole hydrochloride), C([O-])([O-])=O.[K+].[K+] (potassium carbonate), C(CO)O (ethylene glycol), O.C1(=CC=C(C=C1)S(=O)(=O)O)C (p-toluenesulfonic acid monohydrate). The solvent is C(C)(=O)OCC (ethyl acetate), C1(=CC=CC=C1)C (toluene). Yields the product C1OC(CN2C=NC=C2)(C2=CC3=CC=CC=C3C=C2)OC1 (1-[2,2-ethylenedioxy-2-(2-naphthyl)ethyl]imidazole). As a reaction SMILES: Cl.[CH:2]1[C:11]2[C:6](=[CH:7][CH:8]=[CH:9][CH:10]=2)[CH:5]=[CH:4][C:3]=1[C:12]([CH2:14][N:15]1[CH:19]=[CH:18][N:17]=[CH:16]1)=[O:13].[CH2:20](O)[CH2:21][OH:22].O.C1(C)C=CC(S(O)(=O)=O)=CC=1.C(=O)([O-])[O-].[K+].[K+]>C(OCC)(=O)C.C1(C)C=CC=CC=1>[CH2:20]1[CH2:21][O:22][C:12]([C:3]2[CH:4]=[CH:5][C:6]3[C:11](=[CH:10][CH:9]=[CH:8][CH:7]=3)[CH:2]=2)([CH2:14][N:15]2[CH:19]=[CH:18][N:17]=[CH:16]2)[O:13]1 |f:0.1,3.4,5.6.7|. Procedure details: A mixture of 5.45 g. of 1-(2-naphthoylmethyl)imidazole hydrochloride, 2.49 g. ethylene glycol and 7.6 g. p-toluenesulfonic acid monohydrate in 50 ml. of toluene is heated overnight under reflux through a Dean-Stark trap. The trap is then replaced by a separatory funnel containing 4 A molecular seives and heating is continued for a further day. After cooling, the mixture is treated with 200 ml. of ethyl acetate, neutralized by pouring into excess aqueous potassium carbonate and the organic phase ... Reactants: C(C1=CC=CC=C1)(=O)OC[C@H]1O[C@H]([C@@H]([C@@H]1OC(C1=CC=CC=C1)=O)OC(C1=CC=CC=C1)=O)N1C(C(=NC=C1)C(=O)N)=O ([(2R,3R,4R,5R)-5-[3-(aminocarbonyl)-2-oxo-1(2H)-pyrazinyl]-3,4-bis(benzoyloxy)tetrahydro-2-furanyl]methyl benzoate), N (ammonia). Solvent: CO (methanol). Reaction conditions: time 15 hour. Yields the product O[C@H]1[C@@H](O[C@@H]([C@H]1O)CO)N1C(C(=NC=C1)C(=O)N)=O (4-[(2R,3R,4S,5R)-3,4-dihydroxy-5-(hydroxymethyl)tetrahydro-2-furanyl]-3-oxo-3,4-dihydro-2-pyrazinecarboxamide). The yield is 69.8%. As a reaction SMILES: C([O:9][CH2:10][C@@H:11]1[C@@H:15]([O:16]C(=O)C2C=CC=CC=2)[C@@H:14]([O:25]C(=O)C2C=CC=CC=2)[C@H:13]([N:34]2[CH:39]=[CH:38][N:37]=[C:36]([C:40]([NH2:42])=[O:41])[C:35]2=[O:43])[O:12]1)(=O)C1C=CC=CC=1.N>CO>[OH:25][C@@H:14]1[C@H:15]([OH:16])[C@@H:11]([CH2:10][OH:9])[O:12][C@H:13]1[N:34]1[CH:39]=[CH:38][N:37]=[C:36]([C:40]([NH2:42])=[O:41])[C:35]1=[O:43]. Procedure details: In 4 mL of methanol was dissolved 0.37 g of [(2R,3R,4R,5R)-5-[3-(aminocarbonyl)-2-oxo-1(2H)-pyrazinyl]-3,4-bis(benzoyloxy)tetrahydro-2-furanyl]methyl benzoate. While cooling the solution with ice, gaseous ammonia was introduced until saturation. The reaction mixture was stirred at room temperature for 15 hours, and the solvent was removed under reduced pressure. Methanol was added to the residue, and the precipitate was collected by filtration to obtain 0.12 g of 4-[(2R,3R,4S,5R)-3,4-dihydroxy-5... The reactants are C1CCOC1, CCOC(C)=O, CCOCC, CCN(C(C)C)C(C)C, O=C(Cl)C(=O)Cl, ClCCl, COc1cc(C(=O)O)cc([N+](=O)[O-])c1, NCCO, CN(C)C=O. Yields the product COc1cc(C(=O)NCCO)cc([N+](=O)[O-])c1. Reaction SMILES: [CH2:37]1[O:38][CH2:39][CH2:40][CH2:41]1.[CH3:42][CH2:43][O:44][C:45]([CH3:46])=[O:47].[CH3:48][CH2:49][O:50][CH2:51][CH3:52].[CH:25]([N:26]([CH2:27][CH3:28])[CH:29]([CH3:30])[CH3:31])([CH3:32])[CH3:33].[Cl:1][C:2]([C:3]([Cl:4])=[O:5])=[O:6].[Cl:34][CH2:35][Cl:36].[N+:7](=[O:8])([O-:9])[c:10]1[cH:11][c:12]([C:13](=[O:14])[OH:15])[cH:16][c:17]([O:19][CH3:20])[cH:18]1.[NH2:21][CH2:22][CH2:23][OH:24].[O:53]=[CH:54][N:55]([CH3:56])[CH3:57]>>[N+:7](=[O:8])([O-:9])[c:10]1[cH:11][c:12]([C:13](=[O:15])[NH:21][CH2:22][CH2:23][OH:24])[cH:16][c:17]([O:19][CH3:20])[cH:18]1. The reactants are CC(=O)Cl, ClCCl, CC(C)c1cc(OS(=O)(=O)C(F)(F)F)ccc1CO, c1ccncc1. The product is CC(=O)OCc1ccc(OS(=O)(=O)C(F)(F)F)cc1C(C)C. Reaction SMILES: [CH3:20][C:21]([Cl:22])=[O:23].[Cl:30][CH2:31][Cl:32].[F:1][C:2]([S:3](=[O:4])(=[O:5])[O:6][c:7]1[cH:8][c:9]([CH:15]([CH3:16])[CH3:17])[c:10]([CH2:13][OH:14])[cH:11][cH:12]1)([F:18])[F:19].[cH:24]1[cH:25][cH:26][n:27][cH:28][cH:29]1>>[F:1][C:2]([S:3](=[O:4])(=[O:5])[O:6][c:7]1[cH:8][c:9]([CH:15]([CH3:16])[CH3:17])[c:10]([CH2:13][O:14][C:21]([CH3:20])=[O:23])[cH:11][cH:12]1)([F:18])[F:19]. Starting materials: C(C)(C)(C)NCC1=C(C2=CC=CC=C2C=C1)C1=CC=CC(=N1)C=O (6-{2-[(tert-butylamino)methyl]-1-naphthyl}pyridine-2-carbaldehyde), C(C)(C)(C)N (tert-butylamine), ( 4A ), C1CCOC1 (THF), [Li]C=1C=CC=CC1 (PhLi), white solid. Solvent: O (water), CCOCC (ether). Conditions: temperature -80 celsius, time 8 hour. Yields the product C(C)(C)(C)NCC1=C(C2=CC=CC=C2C=C1)C1=CC=CC(=N1)C(NC(C)(C)C)C1=CC=CC=C1 (N-[(6-{2-[(tert-Butylamino)methyl]-1-naphthyl}pyridin-2-yl)(phenyl)methyl]-2-methylpropan-2-amine). RXN SMILES: [C:1]([NH:5][CH2:6][C:7]1[CH:16]=[CH:15][C:14]2[C:9](=[CH:10][CH:11]=[CH:12][CH:13]=2)[C:8]=1[C:17]1[N:22]=[C:21]([CH:23]=O)[CH:20]=[CH:19][CH:18]=1)([CH3:4])([CH3:3])[CH3:2].[C:25]([NH2:29])([CH3:28])([CH3:27])[CH3:26].C1COCC1.[Li][C:36]1[CH:37]=[CH:38][CH:39]=[CH:40][CH:41]=1>CCOCC.O>[C:1]([NH:5][CH2:6][C:7]1[CH:16]=[CH:15][C:14]2[C:9](=[CH:10][CH:11]=[CH:12][CH:13]=2)[C:8]=1[C:17]1[N:22]=[C:21]([CH:23]([C:36]2[CH:37]=[CH:38][CH:39]=[CH:40][CH:41]=2)[NH:29][C:25]([CH3:28])([CH3:27])[CH3:26])[CH:20]=[CH:19][CH:18]=1)([CH3:4])([CH3:3])[CH3:2]. Procedure: A mixture of 4.10 g (12.9 mmol) of 6-{2-[(tert-butylamino)methyl]-1-naphthyl}pyridine-2-carbaldehyde, 2.83 g (38.7 mmol) of tert-butylamine, 90 g of molecular sieves (4A), and 80 ml of THF was stirred overnight. After decantation of the molecular sieves (they were additionally washed by 2×50 ml of THF), the resulting combined solution was additionally centrifuged to remove slight precipitate. The obtained solution was evaporated to dryness. A solution of the residue in 80 ml of THF was cooled to...